From a dataset of the Open Reaction Database (ORD), a public repository of structured organic reaction records. describe an organic reaction: reactants, conditions, products, and yield Starting materials: CCOCC, CCOC(C)=O, C=C(C=O)CC, [Cl-], [Li], N, [NH4+], O=[N+]([O-])[O-]. The product is C=C(CC)C(O)CC(=O)OCC. As a reaction SMILES: [CH3:21][CH2:22][O:23][CH2:24][CH3:25].[CH3:2][CH2:3][O:4][C:5]([CH3:6])=[O:7].[CH:8](=[O:9])[C:10](=[CH2:11])[CH2:12][CH3:13].[Cl-:14].[Li:1].[NH3:16].[NH4+:15].[O-:17][N+:18](=[O:19])[O-:20]>>[CH3:2][CH2:3][O:4][C:5]([CH2:6][CH:8]([OH:9])[C:10](=[CH2:11])[CH2:12][CH3:13])=[O:7].